This data is from the Open Reaction Database (ORD), a public repository of structured organic reaction records. The task is: describe an organic reaction: reactants, conditions, products, and yield Starting materials: BrC1=CC(=C(C(=O)O)C(=C1)F)F (4-bromo-2,6-difluorobenzoic acid), Cl (HCl), CO (MeOH). Yields the product BrC1=CC(=C(C(=O)OC)C(=C1)F)F (METHYL 4-BROMO-2,6-DIFLUOROBENZOATE). RXN SMILES: [Br:1][C:2]1[CH:10]=[C:9]([F:11])[C:5]([C:6]([OH:8])=[O:7])=[C:4]([F:12])[CH:3]=1.Cl.[CH3:14]O>>[Br:1][C:2]1[CH:3]=[C:4]([F:12])[C:5]([C:6]([O:8][CH3:14])=[O:7])=[C:9]([F:11])[CH:10]=1. Procedure: A mixture of 4-bromo-2,6-difluorobenzoic acid (6.7 g, 28.3 mmol), MeOH (200 ml) and concentrated HCl (2.0 ml) was heated at reflux for 12 h. The reaction mixture was brought to ambient temperature and the volatiles were evaporated. EtOAc was added and the organic phase was extracted with a aquous solution of Na2CO3 (10%). The combined alkaline phases was acidified at 0° C. with aqueous HCl (10%) to pH 1 and extracted with EtOAc. The combined organic phases was dried (Na2SO4), filtered and concen... Yields the product COC(=O)c1ccc(OC2CCN(C(=O)C3CC3)CC2)cc1. RXN SMILES: [CH3:17][CH2:18][N:19]=[C:20]=[N:21][CH2:22][CH2:23][CH2:24][N:25]([CH3:26])[CH3:27].[CH3:28][O:29][C:30]([c:31]1[cH:32][cH:33][c:34]([O:37][CH:38]2[CH2:39][CH2:40][NH:41][CH2:42][CH2:43]2)[cH:35][cH:36]1)=[O:44].[CH:52]([N:53]([CH2:54][CH3:55])[CH:56]([CH3:57])[CH3:58])([CH3:59])[CH3:60].[F:45][C:46]([F:47])([F:48])[C:49]([OH:50])=[O:51].[O:61]=[CH:62][N:63]([CH3:64])[CH3:65].[OH:1][C:2](=[O:3])[CH:4]1[CH2:5][CH2:6]1.[OH:7][n:8]1[c:9]2[c:10]([cH:11][cH:12][cH:13][cH:14]2)[n:15][n:16]1>>[O:1]=[C:2]([CH:4]1[CH2:5][CH2:6]1)[N:41]1[CH2:40][CH2:39][CH:38]([O:37][c:34]2[cH:33][cH:32][c:31]([C:30]([O:29][CH3:28])=[O:44])[cH:36][cH:35]2)[CH2:43][CH2:42]1. The reactants are CCN=C=NCCCN(C)C, COC(=O)c1ccc(OC2CCNCC2)cc1, CCN(C(C)C)C(C)C, O=C(O)C(F)(F)F, CN(C)C=O, O=C(O)C1CC1, On1nnc2ccccc21. Reaction SMILES: [OH-].[Na+].[C:3]1([S+:9]([C:16]2[CH:21]=[CH:20][CH:19]=[CH:18][CH:17]=2)[C:10]2[CH:15]=[CH:14][CH:13]=[CH:12][CH:11]=2)[CH:8]=[CH:7][CH:6]=[CH:5][CH:4]=1.[OH:22][CH2:23][C:24]([F:30])([F:29])[S:25]([OH:28])(=[O:27])=[O:26].CS(O[CH2:36][C:37](=[CH2:52])[C:38]([O:40][C:41]12[CH2:50][CH:45]3[CH2:46][CH:47]([CH2:49][CH:43]([CH2:44]3)[CH:42]1[CH3:51])[CH2:48]2)=[O:39])(=O)=O>>[C:16]1([S+:9]([C:3]2[CH:4]=[CH:5][CH:6]=[CH:7][CH:8]=2)[C:10]2[CH:15]=[CH:14][CH:13]=[CH:12][CH:11]=2)[CH:17]=[CH:18][CH:19]=[CH:20][CH:21]=1.[CH3:51][CH:42]1[CH:43]2[CH2:44][CH:45]3[CH2:46][CH:47]([CH2:48][C:41]1([O:40][C:38]([C:37](=[CH2:36])[CH2:52][O:22][CH2:23][C:24]([F:30])([F:29])[S:25]([OH:28])(=[O:27])=[O:26])=[O:39])[CH2:50]3)[CH2:49]2 |f:0.1,2.3,5.6|. Procedure details: In a 500-ml three-neck flask, 39.8 g (45.6 mmol) of an aqueous solution of 5% sodium hydroxide and 16.1 g (38.0 mmol) of 2-hydroxy-1,1-difluoroethanesulfonic acid triphenylsulfonium were placed. The resulting solution was stirred for 10 minutes at room temperature, thereby completely dissolving the solid substance. Subsequently, 25 g of crude 2-methyladamantyl 2-[(methanesulfonyloxy)methyl]acrylate was dropped and mixed into the solution. The mixed solution was then stirred for 1 hour at room te... Starting materials: aqueous solution, [OH-].[Na+] (sodium hydroxide), C1(=CC=CC=C1)[S+](C1=CC=CC=C1)C1=CC=CC=C1.OCC(S(=O)(=O)O)(F)F (2-hydroxy-1,1-difluoroethanesulfonic acid triphenylsulfonium), CS(=O)(=O)OCC(C(=O)OC12C(C3CC(CC(C1)C3)C2)C)=C (2-methyladamantyl 2-[(methanesulfonyloxy)methyl]acrylate). Run at time 10 minute. The yield is 42.0%. The product is C1(=CC=CC=C1)[S+](C1=CC=CC=C1)C1=CC=CC=C1.CC1C2(CC3CC(CC1C3)C2)OC(=O)C(COCC(S(=O)(=O)O)(F)F)=C (2-[2-(2-Methyladamantaneoxycarbonyl)allyloxy]-1,1-difluoroethanesulfonic acid triphenylsulfonium). Reactants: ClCC(=O)Cl (chloroacetyl chloride), O1C(OCCC1)CNC1=C(C=CC=C1C)C (N-(1,3-dioxan-2-ylmethyl)-2,6-dimethylaniline), C([O-])([O-])=O.[Na+].[Na+] (sodium carbonate), C1=CC=CC=C1 (benzene). Solvent: O (water), CCOCC (Ether). Reaction conditions: time 1 hour. Yields the product ClCC(=O)N(C1=C(C=CC=C1C)C)CC1OCCCO1 (N-α-chloroacetyl-N-(1,3-dioxan-2-ylmethyl)-2,6-dimethylaniline). As a reaction SMILES: [O:1]1[CH2:6][CH2:5][CH2:4][O:3][CH:2]1[CH2:7][NH:8][C:9]1[C:14]([CH3:15])=[CH:13][CH:12]=[CH:11][C:10]=1[CH3:16].C(=O)([O-])[O-].[Na+].[Na+].C1C=CC=CC=1.[Cl:29][CH2:30][C:31](Cl)=[O:32]>CCOCC.O>[Cl:29][CH2:30][C:31]([N:8]([CH2:7][CH:2]1[O:3][CH2:4][CH2:5][CH2:6][O:1]1)[C:9]1[C:14]([CH3:15])=[CH:13][CH:12]=[CH:11][C:10]=1[CH3:16])=[O:32] |f:1.2.3|. Reported procedure: N-(1,3-Dioxan-2-ylmethyl)-2,6-dimethylaniline prepared in Example 2 (5 grams), sodium carbonate (3 grams), benzene (30 ml) and water (30 ml) were charged into a glass reaction vessel equipped with a mechanical stirrer and thermometer. The mixture was cooled to a temperature of from about 0° to about 5°C and chloroacetyl chloride (2.8 grams) was slowly added over a period of about 15 minutes. After the addition was completed stirring was continued at room temperature for a period of about one hou...